This data is from the Open Reaction Database (ORD), a public repository of structured organic reaction records. The task is: describe an organic reaction: reactants, conditions, products, and yield Reactants: IC=1C=C(C=CC1)N1C=NC2=C1C=CC(=C2)C(F)(F)F (1-(3-Iodophenyl)-5-trifluoromethylbenzimidazole), N1C=NC=C1 (imidazole), C([O-])([O-])=O.[K+].[K+] (potassium carbonate), CuBr, CN1C(CCC1)=O (1-methyl-2-pyrrolidone). The solvent is O (water), CCOCC (ether). Reaction conditions: temperature 200 celsius. The product is N1(C=NC=C1)C=1C=C(C=CC1)N1C=NC2=C1C=CC(=C2)C(F)(F)F (1-(3-(1-Imidazolyl)-phenyl)-5 trifluoromethyl benzimidazole). Reaction SMILES: I[C:2]1[CH:3]=[C:4]([N:8]2[C:12]3[CH:13]=[CH:14][C:15]([C:17]([F:20])([F:19])[F:18])=[CH:16][C:11]=3[N:10]=[CH:9]2)[CH:5]=[CH:6][CH:7]=1.[NH:21]1[CH:25]=[CH:24][N:23]=[CH:22]1.C(=O)([O-])[O-].[K+].[K+].CN1CCCC1=O>CCOCC.O>[N:21]1([C:2]2[CH:3]=[C:4]([N:8]3[C:12]4[CH:13]=[CH:14][C:15]([C:17]([F:20])([F:19])[F:18])=[CH:16][C:11]=4[N:10]=[CH:9]3)[CH:5]=[CH:6][CH:7]=2)[CH:25]=[CH:24][N:23]=[CH:22]1 |f:2.3.4|. Procedure details: A mixture of 1-(3-iodophenyl)-5-trifluoromethyl-benzimidazole (2a)(1.0 g, 2.58 mmol), imidazole (0.19 g, 2.73 mmol), potassium carbonate (0.38 g, 2.78 mmol), CuBr (20 mg, 0.15 mmol), and 1-methyl-2-pyrrolidone was heated to 200° C. for 18 hours. Dilution with water and extractive workup with ether was followed by chromatography on silica gel. Yield: 0.43 g, 1.51 mmol, 51%. mp 177°-180° C. The reactants are COC=1C=C(C#N)C=C(C1)OC (3,5-dimethoxy benzonitrile), Cl.ON (hydroxyl amine HCl), C([O-])([O-])=O.[K+].[K+] (potassium carbonate). Solvent: C(C)O (ethanol). The product is ON=C(C1=CC(=CC(=C1)OC)OC)N (N′-Hydroxy-3,5-dimethoxybenzimidamide). Isolated yield 33.3%. As a reaction SMILES: [CH3:1][O:2][C:3]1[CH:4]=[C:5]([CH:8]=[C:9]([O:11][CH3:12])[CH:10]=1)[C:6]#[N:7].Cl.[OH:14][NH2:15].C(=O)([O-])[O-].[K+].[K+]>C(O)C>[OH:14][N:15]=[C:6]([NH2:7])[C:5]1[CH:8]=[C:9]([O:11][CH3:12])[CH:10]=[C:3]([O:2][CH3:1])[CH:4]=1 |f:1.2,3.4.5|. Reported procedure: The title compound was prepared according to the procedure described in Intermediate-19 by using 3,5-dimethoxy benzonitrile (1.00 g, 6.13 mmol), hydroxyl amine HCl (0.634 g, 9.23 mmol) and potassium carbonate (2.53 g, 18.40 mmol), ethanol (20 mL) to afford 0.400 g of desired product. 1H NMR (300 MHz, DMSO d6): δ 3.75 (s, 6H), 5.79 (s, 2H), 6.49 (s, 1H), 6.84 (s, 2H), 9.62 (br s, 1H); MS (m/z): 197.11 (M+H)+.